From a dataset of the Open Reaction Database (ORD), a public repository of structured organic reaction records. describe an organic reaction: reactants, conditions, products, and yield The reactants are [Br-], C[P+](c1ccccc1)(c1ccccc1)c1ccccc1, CC(C)(C)[O-], Cc1ccccc1, CCOC(C)=O, O=Cc1cnc(Cl)c(Cl)c1, [K+], C1CCOC1. Product: C=Cc1cnc(Cl)c(Cl)c1. As a reaction SMILES: [Br-:17].[CH3:18][P+:19]([c:20]1[cH:21][cH:22][cH:23][cH:24][cH:25]1)([c:26]1[cH:27][cH:28][cH:29][cH:30][cH:31]1)[c:32]1[cH:33][cH:34][cH:35][cH:36][cH:37]1.[CH3:1][C:2]([CH3:3])([O-:4])[CH3:5].[CH3:38][c:39]1[cH:40][cH:41][cH:42][cH:43][cH:44]1.[CH3:50][CH2:51][O:52][C:53](=[O:54])[CH3:55].[Cl:7][c:8]1[n:9][cH:10][c:11]([CH:15]=[O:16])[cH:12][c:13]1[Cl:14].[K+:6].[O:45]1[CH2:46][CH2:47][CH2:48][CH2:49]1>>[CH2:1]=[CH:15][c:11]1[cH:10][n:9][c:8]([Cl:7])[c:13]([Cl:14])[cH:12]1. Starting materials: CCN=C=NCCCN(C)C, Cl, Cl, Cl, Nc1nc(CC(=O)O)cs1, Nc1ccc(CCNCC(O)c2ccccc2)cc1, [Na+], [OH-], O. The product is Nc1nc(CC(=O)Nc2ccc(CCNCC(O)c3ccccc3)cc2)cs1. RXN SMILES: [CH3:33][N:34]([CH3:35])[CH2:36][CH2:37][CH2:38][N:39]=[C:40]=[N:41][CH2:42][CH3:43].[ClH:1].[ClH:31].[ClH:32].[NH2:21][c:22]1[s:23][cH:24][c:25]([CH2:27][C:28](=[O:29])[OH:30])[n:26]1.[NH2:2][c:3]1[cH:4][cH:5][c:6]([CH2:9][CH2:10][NH:11][CH2:12][CH:13]([OH:14])[c:15]2[cH:16][cH:17][cH:18][cH:19][cH:20]2)[cH:7][cH:8]1.[Na+:45].[OH-:44].[OH2:46]>>[NH:2]([c:3]1[cH:4][cH:5][c:6]([CH2:9][CH2:10][NH:11][CH2:12][CH:13]([OH:14])[c:15]2[cH:16][cH:17][cH:18][cH:19][cH:20]2)[cH:7][cH:8]1)[C:28]([CH2:27][c:25]1[cH:24][s:23][c:22]([NH2:21])[n:26]1)=[O:29]. Reactants: C(C=C)C=1N(C2=CC=CC=C2C1CC(=O)OC)C(=O)OC(C)(C)C (tert-butyl 2-allyl-3-(2-methoxy-2-oxoethyl)-1H-indole-1-carboxylate), [Li+].[OH-] (LiOH). Run in C1CCOC1 (THF), CO (MeOH), O (H2O). Run at time 2 hour. The product is C(C=C)C=1N(C2=CC=CC=C2C1CC(=O)O)C(=O)OC(C)(C)C (2-(2-allyl-1-(tert-butoxycarbonyl)-1H-indol-3-yl)acetic acid). Isolated yield 104.2%. As a reaction SMILES: [CH2:1]([C:4]1[N:5]([C:18]([O:20][C:21]([CH3:24])([CH3:23])[CH3:22])=[O:19])[C:6]2[C:11]([C:12]=1[CH2:13][C:14]([O:16]C)=[O:15])=[CH:10][CH:9]=[CH:8][CH:7]=2)[CH:2]=[CH2:3].[Li+].[OH-]>C1COCC1.CO.O>[CH2:1]([C:4]1[N:5]([C:18]([O:20][C:21]([CH3:24])([CH3:23])[CH3:22])=[O:19])[C:6]2[C:11]([C:12]=1[CH2:13][C:14]([OH:16])=[O:15])=[CH:10][CH:9]=[CH:8][CH:7]=2)[CH:2]=[CH2:3] |f:1.2|. Procedure details: To a solution of tert-butyl 2-allyl-3-(2-methoxy-2-oxoethyl)-1H-indole-1-carboxylate (0.94 g, 2.74 mmol) in THF (15 mL) and MeOH (5 mL) was added a solution of LiOH (170 mg, 6.8 mmol) in H2O (5 mL). The solution was stirred for 2 h. The reaction was partitioned between EtOAc and 20% aqueous KH2PO4. The organics were separated, dried over sodium sulfate, and the solvents removed in vacuo to provide 2-(2-allyl-1-(tert-butoxycarbonyl)-1H-indol-3-yl)acetic acid (900 mg). MS (m/z) 316 [M+H]+. The reactants are C=CCBr, CS(C)=O, Cc1cc([N+](=O)[O-])c(O)cc1Cl, O. The product is C=CCOc1cc(Cl)c(C)cc1[N+](=O)[O-]. Reaction SMILES: [Br:13][CH2:14][CH:15]=[CH2:16].[CH3:18][S:19](=[O:20])[CH3:21].[Cl:1][c:2]1[cH:3][c:4]([OH:12])[c:5]([N+:9](=[O:10])[O-:11])[cH:6][c:7]1[CH3:8].[OH2:17]>>[Cl:1][c:2]1[cH:3][c:4]([O:12][CH2:16][CH:15]=[CH2:14])[c:5]([N+:9](=[O:10])[O-:11])[cH:6][c:7]1[CH3:8].